From a dataset of the Open Reaction Database (ORD), a public repository of structured organic reaction records. describe an organic reaction: reactants, conditions, products, and yield Starting materials: ClCCl, C=CCCN(C(=O)C=C)c1ccc(OC)cc1. Product: COc1ccc(N2CCC=CC2=O)cc1. Reaction SMILES: [CH2:18]([Cl:19])[Cl:20].[CH2:1]([CH2:2][CH:3]=[CH2:4])[N:5]([C:6]([CH:7]=[CH2:8])=[O:9])[c:10]1[cH:11][cH:12][c:13]([O:16][CH3:17])[cH:14][cH:15]1>>[CH2:1]1[CH2:2][CH:8]=[CH:7][C:6](=[O:9])[N:5]1[c:10]1[cH:11][cH:12][c:13]([O:16][CH3:17])[cH:14][cH:15]1. Reaction conditions: time 30 minute. The reactants are [OH-].[Na+] (sodium hydroxide), Cl (hydrochloric acid), S1C=C(C=C1)C1=C(C=CC=C1)CBr (2-(3-Thienyl)-α-bromotoluene), N1=CC=CC=C1 (pyridine), CN(C1=CC=C(C=C1)N=O)C (N,N-dimethyl-4-nitrosoaniline). Reaction SMILES: [S:1]1[CH:5]=[CH:4][C:3]([C:6]2[CH:11]=[CH:10][CH:9]=[CH:8][C:7]=2[CH2:12]Br)=[CH:2]1.N1C=CC=CC=1.CN(C)C1C=CC(N=[O:29])=CC=1.[OH-].[Na+].Cl>C(Cl)(Cl)Cl.C(O)C.O>[S:1]1[CH:5]=[CH:4][C:3]([C:6]2[CH:11]=[CH:10][CH:9]=[CH:8][C:7]=2[CH:12]=[O:29])=[CH:2]1 |f:3.4|. Run in O (water), C(C)O (ethanol), C(Cl)(Cl)Cl (chloroform). The product is S1C=C(C=C1)C1=C(C=O)C=CC=C1 (2-(3-Thienyl)benzaldehyde). Reported procedure: To a solution of Compound 2b (1.98 mmol) in chloroform (5 mL) was added pyridine (9.88 mmol) and the reaction mixture heated at reflux for 1 hour under nitrogen. The solvent was removed in vacuo and the residue triturated with diethyl ether to give a white solid. The solid was dissolved in 95% aqueous ethanol (10 mL ) and N,N-dimethyl-4-nitrosoaniline (1.98 mmol) was added with stirring followed by the addition of sodium hydroxide (4.0 mmol) in water (3 mL). The reaction mixture was stirred for ... The reactants are CC(=O)O, COc1ccc(Cl)cc1NC(=O)C1CCNCC1, [Na+], [OH-], O=[N+]([O-])O, O=S(=O)(O)O. Product: COc1cc([N+](=O)[O-])c(Cl)cc1NC(=O)C1CCNCC1. As a reaction SMILES: [CH3:25][C:26](=[O:27])[OH:28].[Cl:1][c:2]1[cH:3][c:4]([NH:10][C:11](=[O:12])[CH:13]2[CH2:14][CH2:15][NH:16][CH2:17][CH2:18]2)[c:5]([O:8][CH3:9])[cH:6][cH:7]1.[Na+:24].[OH-:23].[OH:19][N+:20]([O-:21])=[O:22].[S:29](=[O:30])(=[O:31])([OH:32])[OH:33]>>[Cl:1][c:2]1[cH:3][c:4]([NH:10][C:11](=[O:12])[CH:13]2[CH2:14][CH2:15][NH:16][CH2:17][CH2:18]2)[c:5]([O:8][CH3:9])[cH:6][c:7]1[N+:20](=[O:19])[O-:21]. The reactants are COC(C)(C)C, ClCc1ccccc1, [K+], [K+], O=C([O-])[O-], CN(C)C=O, O, CC(C)(C)c1ccc(O)c(C=O)c1. Product: CC(C)(C)c1ccc(OCc2ccccc2)c(C=O)c1. As a reaction SMILES: [C:28]([O:29][CH3:30])([CH3:31])([CH3:32])[CH3:33].[Cl:20][CH2:21][c:22]1[cH:23][cH:24][cH:25][cH:26][cH:27]1.[K+:14].[K+:15].[O-:16][C:17]([O-:18])=[O:19].[O:34]=[CH:35][N:36]([CH3:37])[CH3:38].[OH2:39].[OH:1][c:2]1[c:3]([CH:4]=[O:5])[cH:6][c:7]([C:10]([CH3:11])([CH3:12])[CH3:13])[cH:8][cH:9]1>>[O:1]([c:2]1[c:3]([CH:4]=[O:5])[cH:6][c:7]([C:10]([CH3:11])([CH3:12])[CH3:13])[cH:8][cH:9]1)[CH2:21][c:22]1[cH:23][cH:24][cH:25][cH:26][cH:27]1. Reactants: C(C(=O)O)(=O)O (oxalic acid), ClC1=CC=C(C=C1)C1(OC(C1C)C)CN1N=CN=C1 (2-(4-chlorophenyl)-3,4-dimethyl-2-[(1H-1,2,4-triazol-1-yl)methyl]oxetane). Run in C(C)(=O)OCC (ethyl acetate), C(C)(=O)OCC (ethyl acetate). Product: C(C(=O)O)(=O)O.ClC1=CC=C(C=C1)[C@@]1(O[C@@H]([C@@H]1C)C)CN1N=CN=C1 ((2R*,3S*,4R*)-2-(4-Chlorophenyl)-3,4-dimethyl-2-[(1H-1,2,4-triazol-1-yl)methyl]oxetane oxalate). The yield is 57.7%. As a reaction SMILES: [C:1]([OH:6])(=[O:5])[C:2]([OH:4])=[O:3].[Cl:7][C:8]1[CH:13]=[CH:12][C:11]([C:14]2([CH2:20][N:21]3[CH:25]=[N:24][CH:23]=[N:22]3)[CH:17]([CH3:18])[CH:16]([CH3:19])[O:15]2)=[CH:10][CH:9]=1>C(OCC)(=O)C>[C:1]([OH:6])(=[O:5])[C:2]([OH:4])=[O:3].[Cl:7][C:8]1[CH:9]=[CH:10][C:11]([C@@:14]2([CH2:20][N:21]3[CH:25]=[N:24][CH:23]=[N:22]3)[C@@H:17]([CH3:18])[C@@H:16]([CH3:19])[O:15]2)=[CH:12][CH:13]=1 |f:3.4|. Reported procedure: A solution of 97.2 ml of oxalic acid in ethyl acetate was added dropwise to a solution of 300 mg (1.08 mmole) of 2R*, 3S*, 4R*)-2-(4-chlorophenyl)-3,4-dimethyl-2-[(1H-1,2,4-triazol-1-yl)methyl]oxetane (prepared as described in Example 20) in 5 ml of ethyl acetate, and the crystals which precipitated were collected by filtration. After drying, there were obtained 229 mg (yield 57.7%) of the title compound, melting at 135°-144° C. Starting materials: C(C)(=O)C1=C(C(=O)OC)C(=CC=C1)OC1=NC(=CC(=N1)OC)OC (methyl 2-acetyl-6-[(4,6-dimethoxypyrimidin-2-yl)oxy]benzoate), Cl.C(C)ON (ethoxyamine hydrochloride), C(C)(=O)[O-].[K+] (potassium acetate), CO (methanol), resultant mixture. Run in O (water). Conditions: time 5 hour. The product is COC1=NC(=NC(=C1)OC)OC1=C(C(=O)OC)C(=CC=C1)C(C)=NOCC (methyl 2-[(4,6-dimethoxypyrimidin-2-yl)oxy]-6-[1-(N-ethoxyimino)ethyl]benzoate). Yield: 67.3%. RXN SMILES: [C:1]([C:4]1[CH:13]=[CH:12][CH:11]=[C:10]([O:14][C:15]2[N:20]=[C:19]([O:21][CH3:22])[CH:18]=[C:17]([O:23][CH3:24])[N:16]=2)[C:5]=1[C:6]([O:8][CH3:9])=[O:7])(=O)[CH3:2].Cl.[CH2:26]([O:28][NH2:29])[CH3:27].C([O-])(=O)C.[K+].CO>O>[CH3:22][O:21][C:19]1[CH:18]=[C:17]([O:23][CH3:24])[N:16]=[C:15]([O:14][C:10]2[CH:11]=[CH:12][CH:13]=[C:4]([C:1](=[N:29][O:28][CH2:26][CH3:27])[CH3:2])[C:5]=2[C:6]([O:8][CH3:9])=[O:7])[N:20]=1 |f:1.2,3.4|. Procedure: 1.0 g of methyl 2-acetyl-6-[(4,6-dimethoxypyrimidin-2-yl)oxy]benzoate, 1.18 g of ethoxyamine hydrochloride and 1.18 g of potassium acetate were added to 30 ml of methanol, and the resultant mixture was refluxed with stirring for 5 hours. The reaction mixture was then poured into a cold water, and was extracted with ethyl acetate. The organic layer thus formed was washed with firstly dilute hydrochloric acid, then aqueous solution of sodium hydrogencarbonate and water in sequence. The organic lay... The reactants are C(#C)C1(OC2=C(CC1)C(=C(C(=C2C)C)O)C)C (rac-3,4-dihydro2-ethynyl-2,5,7,8-tetramethyl-2H-1-benzopyran-6-ol), C(C)(=O)OCC (ethyl acetate). Solvent: C(Cl)Cl (methylene chloride). Product: OC1=C(C=C(C=C1)C#CC1(OC2=C(CC1)C(=C(C(=C2C)C)O)C)C)CCC (rac-3,4-Dihydro-2-[(4-hydroxy-3-propylphenyl)ethynyl]-2,5,7,8-tetramethyl-2H-1-benzopyran-6-ol). Reaction SMILES: [C:1]([C:3]1([CH3:17])[CH2:8][CH2:7][C:6]2[C:9]([CH3:16])=[C:10]([OH:15])[C:11]([CH3:14])=[C:12]([CH3:13])[C:5]=2[O:4]1)#[CH:2].C([O:21][CH2:22][CH3:23])(=O)C>C(Cl)Cl>[OH:21][C:22]1[CH:23]=[CH:2][C:1]([C:2]#[C:1][C:3]2([CH3:17])[CH2:8][CH2:7][C:6]3[C:9]([CH3:16])=[C:10]([OH:15])[C:11]([CH3:14])=[C:12]([CH3:13])[C:5]=3[O:4]2)=[CH:3][C:8]=1[CH2:7][CH2:6][CH3:5]. Procedure: This compound was obtained by reacting rac-3,4-dihydro2-ethynyl-2,5,7,8-tetramethyl-2H-1-benzopyran-6-ol with 4-iodo-2-propylphenyl under the conditions described in Example 1. The product was isolated by chromatography over the 40 fold amount of silica gel using 10% (V/V) of ethyl acetate in methylene chloride. It was crystallized from ether/hexane to give off-white crystals with m.p. 154°-156°.